This data is from the Open Reaction Database (ORD), a public repository of structured organic reaction records. The task is: describe an organic reaction: reactants, conditions, products, and yield Starting materials: Cl (hydrochloric acid), BrC=1C=C2C=CC(=C(C2=CC1)Cl)O (6-bromo-1-chloro-naphthalen-2-ol), S1C(=CC2=C1C=CC=C2)B(O)O (benzothiophene-2-boronic acid), C([O-])([O-])=O.[K+].[K+] (potassium carbonate). Run at temperature 70 celsius. RXN SMILES: Br[C:2]1[CH:3]=[C:4]2[C:9](=[CH:10][CH:11]=1)[C:8]([Cl:12])=[C:7]([OH:13])[CH:6]=[CH:5]2.[S:14]1[C:18]2[CH:19]=[CH:20][CH:21]=[CH:22][C:17]=2[CH:16]=[C:15]1B(O)O.C(=O)([O-])[O-].[K+].[K+].Cl>[Br-].C([N+](CCCC)(CCCC)CCCC)CCC.O.C1COCC1.C([O-])(=O)C.[Pd+2].C([O-])(=O)C>[S:14]1[C:15]([C:2]2[CH:3]=[C:4]3[C:9](=[CH:10][CH:11]=2)[C:8]([Cl:12])=[C:7]([OH:13])[CH:6]=[CH:5]3)=[CH:16][C:17]2[CH:22]=[CH:21][CH:20]=[CH:19][C:18]1=2 |f:2.3.4,6.7,10.11.12|. Procedure: A mixture of 6-bromo-1-chloro-naphthalen-2-ol (11.2 g, 43.5 mmol), benzothiophene-2-boronic acid (15.1 g, 85.0 mmol) in three portions, palladium (II) acetate (0.76 g, 3.43 mmol) in three portions, potassium carbonate (30.1 g, 224 mmol) in three portions, tetrabutylammonium bromide (14.0 g, 43.5 mmol) in water (65 mL) and THF (40 mL) was heated at 70° C. for 8.5 hours. The reaction mixture was allowed to cool to ambient temperature and then poured into excess 2N hydrochloric acid. It was extract... The reagents and catalysts are [Br-].C(CCC)[N+](CCCC)(CCCC)CCCC (tetrabutylammonium bromide), C(C)(=O)[O-].[Pd+2].C(C)(=O)[O-] (palladium (II) acetate). Isolated yield 23.8%. Product: S1C2=C(C=C1C=1C=C3C=CC(=C(C3=CC1)Cl)O)C=CC=C2 (6-benzo[b]thiophen-2-yl-1-chloro-naphthalen-2-ol). The solvent is O (water), C1CCOC1 (THF). Product: CC(c1cccnc1)N1CCC(N(C2CC2)S(=O)(=O)c2ccccc2)CC1. The reagents and catalysts are O=C([O-])[O-].[Cs+].[Cs+] (cesium carbonate), [I-].[K+] (potassium iodide). Run in CN(C)C=O (DMF), CN(C)C=O (dmf), CN(C)C=O (DMF). Run at temperature 70 celsius, time 16 hour. Starting materials: CC(Cl)c1cccnc1, O=S(=O)(c1ccccc1)N(C1CCNCC1)C1CC1. Starting materials: C(C)(C)(C)NS(=O)(=O)C=1SC(=CC1)C1=NC=CC(=C1)C1=NC(=CC(=N1)C)C=1C=NC(=CC1)C(F)(F)F (5-{4-[4-methyl-6-(6-trifluoromethyl-pyridin-3-yl)-pyrimidin-2-yl]-pyridin-2-yl}-thiophene-2-sulfonic-acid tert-butylamide), C(=O)(C(F)(F)F)O (TFA). Run in ClCCl (dichloromethane). Reaction conditions: time 15 hour. The product is CC1=NC(=NC(=C1)C=1C=NC(=CC1)C(F)(F)F)C1=CC(=NC=C1)C1=CC=C(S1)S(=O)(=O)N (5-{4-[4-Methyl-6-(6-trifluoromethyl-pyridin-3-yl)-pyrimidin-2-yl]-pyridin-2-yl}-thiophene-2-sulfonic acid amide). Isolated yield 16.3%. As a reaction SMILES: C([NH:5][S:6]([C:9]1[S:10][C:11]([C:14]2[CH:19]=[C:18]([C:20]3[N:25]=[C:24]([CH3:26])[CH:23]=[C:22]([C:27]4[CH:28]=[N:29][C:30]([C:33]([F:36])([F:35])[F:34])=[CH:31][CH:32]=4)[N:21]=3)[CH:17]=[CH:16][N:15]=2)=[CH:12][CH:13]=1)(=[O:8])=[O:7])(C)(C)C.C(O)(C(F)(F)F)=O>ClCCl>[CH3:26][C:24]1[CH:23]=[C:22]([C:27]2[CH:28]=[N:29][C:30]([C:33]([F:35])([F:36])[F:34])=[CH:31][CH:32]=2)[N:21]=[C:20]([C:18]2[CH:17]=[CH:16][N:15]=[C:14]([C:11]3[S:10][C:9]([S:6]([NH2:5])(=[O:8])=[O:7])=[CH:13][CH:12]=3)[CH:19]=2)[N:25]=1. Procedure details: To a cooled and stirred solution of 5-{4-[4-methyl-6-(6-trifluoromethyl-pyridin-3-yl)-pyrimidin-2-yl]-pyridin-2-yl}-thiophene-2-sulfonic-acid tert-butylamide (0.11 g) in dichloromethane (3 ml) was added TFA (3 ml) and the reaction mixture was allowed to stir at room temperature for 15 h. The mixture was evaporated to dryness, poured into 2N Na2CO3 solution (20 ml) and extracted with ethyl acetate (3×50 ml). The combined organic layers were washed with brine (50 ml), dried (MgSO4) and evaporated.... Starting materials: OC1(CC(=C(C(C1C(=O)OC)C1=CC=C(C=C1)C(F)(F)F)C(=O)OC)NC)C (dimethyl 6-hydroxy-6-methyl-4-methylamino-2-(4-trifluoromethylphenyl)-cyclohex-3-ene-1,3-dicarboxylate), S(=O)(Cl)Cl (thionyl chloride). Solvent: N1=CC=CC=C1 (pyridine). Reaction conditions: temperature 60 celsius, time 10 minute. Yields the product CC1=CC(=C(C(C1C(=O)OC)C1=CC=C(C=C1)C(F)(F)F)C(=O)OC)NC (Dimethyl 6-methyl-4-methylamino-2-(4-trifluoromethyl-phenyl)cyclohexa-3,5-diene-1,3-dicarboxylate). Reaction SMILES: O[C:2]1([CH3:28])[CH:7]([C:8]([O:10][CH3:11])=[O:9])[CH:6]([C:12]2[CH:17]=[CH:16][C:15]([C:18]([F:21])([F:20])[F:19])=[CH:14][CH:13]=2)[C:5]([C:22]([O:24][CH3:25])=[O:23])=[C:4]([NH:26][CH3:27])[CH2:3]1.S(Cl)(Cl)=O>N1C=CC=CC=1>[CH3:28][C:2]1[CH:7]([C:8]([O:10][CH3:11])=[O:9])[CH:6]([C:12]2[CH:13]=[CH:14][C:15]([C:18]([F:19])([F:20])[F:21])=[CH:16][CH:17]=2)[C:5]([C:22]([O:24][CH3:25])=[O:23])=[C:4]([NH:26][CH3:27])[CH:3]=1. Reported procedure: 10.0 g (25 mmol) of dimethyl 6-hydroxy-6-methyl-4-methylamino-2-(4-trifluoromethylphenyl)-cyclohex-3-ene-1,3-dicarboxylate (preparation analogous to Example II) are heated to 60° C. in 100 ml of pyridine and treated with 2.5 ml of thionyl chloride. The mixture is stirred at 60° C. for 10 minutes and concentrated, and the residue is taken up in methylene chloride, washed three times with water, dried and concentrated. The residue is grossly purified on 200 g of silica gel (petroleum ether/AcOEt=3...